This data is from the Open Reaction Database (ORD), a public repository of structured organic reaction records. The task is: describe an organic reaction: reactants, conditions, products, and yield Reactants: Cn1ncc(N(CCCO)Cc2ccccc2)c(Cl)c1=O, CN(C)c1ccncc1, ClCCl, O=S(Cl)Cl. Product: Cn1ncc(N(CCCCl)Cc2ccccc2)c(Cl)c1=O. As a reaction SMILES: [CH2:1]([c:2]1[cH:3][cH:4][cH:5][cH:6][cH:7]1)[N:8]([CH2:9][CH2:10][CH2:11][OH:12])[c:13]1[c:14]([Cl:21])[c:15](=[O:20])[n:16]([CH3:19])[n:17][cH:18]1.[CH3:29][N:30]([c:31]1[cH:32][cH:33][n:34][cH:35][cH:36]1)[CH3:37].[Cl:22][CH2:23][Cl:24].[S:25]([Cl:26])([Cl:27])=[O:28]>>[CH2:1]([c:2]1[cH:3][cH:4][cH:5][cH:6][cH:7]1)[N:8]([CH2:9][CH2:10][CH2:11][Cl:22])[c:13]1[c:14]([Cl:21])[c:15](=[O:20])[n:16]([CH3:19])[n:17][cH:18]1.